This data is from the Open Reaction Database (ORD), a public repository of structured organic reaction records. The task is: describe an organic reaction: reactants, conditions, products, and yield The reactants are [BH4-], CCO, COC(=O)c1nsc(Cl)c1Cl, [Na+]. Product: OCc1nsc(Cl)c1Cl. RXN SMILES: [BH4-:1].[CH3:14][CH2:15][OH:16].[Cl:3][c:4]1[c:5]([C:10](=[O:11])[O:12][CH3:13])[n:6][s:7][c:8]1[Cl:9].[Na+:2]>>[Cl:3][c:4]1[c:5]([CH2:10][OH:11])[n:6][s:7][c:8]1[Cl:9]. The reactants are ClC=1C=C2C(=C(C(C3(CCN(CC3)C(=O)C3=CC=CC=C3)C2=CC1)=O)C(=O)NCC(=O)OC)O (methyl N-((6-chloro-4-hydroxy-2-oxo-1′-(phenylcarbonyl)-spiro[naphthalene-1,4′-piperidin]-3-yl)carbonyl)glycinate), O.[OH-].[Li+] (lithium hydroxide hydrate). Solvent: C1CCOC1 (THF), O (water). Run at temperature 25 celsius, time 30 minute. The product is ClC=1C=C2C(=C(C(C3(CCN(CC3)C(=O)C3=CC=CC=C3)C2=CC1)=O)C(=O)NCC(=O)O)O (N-((6-Chloro-4-hydroxy-2-oxo-1′-(phenylcarbonyl)-spiro[naphthalene-1,4′-piperidin]-3-yl)carbonyl)glycine). RXN SMILES: [Cl:1][C:2]1[CH:3]=[C:4]2[C:22](=[CH:23][CH:24]=1)[C:8]1([CH2:13][CH2:12][N:11]([C:14]([C:16]3[CH:21]=[CH:20][CH:19]=[CH:18][CH:17]=3)=[O:15])[CH2:10][CH2:9]1)[C:7](=[O:25])[C:6]([C:26]([NH:28][CH2:29][C:30]([O:32]C)=[O:31])=[O:27])=[C:5]2[OH:34].O.[OH-].[Li+]>C1COCC1.O>[Cl:1][C:2]1[CH:3]=[C:4]2[C:22](=[CH:23][CH:24]=1)[C:8]1([CH2:13][CH2:12][N:11]([C:14]([C:16]3[CH:21]=[CH:20][CH:19]=[CH:18][CH:17]=3)=[O:15])[CH2:10][CH2:9]1)[C:7](=[O:25])[C:6]([C:26]([NH:28][CH2:29][C:30]([OH:32])=[O:31])=[O:27])=[C:5]2[OH:34] |f:1.2.3|. Reported procedure: The ester was treated with lithium hydroxide hydrate (0.025 g, 0.60 mmol) in THF (1.4 mL) and water (0.6 mL) and stirred at 25° C. for 30 minutes. The reaction was quenched with Dowex 50 (W×8) acidic resin (prewashed with MeOH) to pH<4.0 and filtered. The filtrate was concentrated and azeotroped with toluene (2×5 mL), to give the title compound (0.017 g). MS m/e=469.5 (M+H)+. Calculated for C24H21ClN2O6 468.11. Reactants: ClC1=CC=C(CN)C=C1 (4-chlorobenzylamine), C(C1=CC(OC)=C(O)C=C1)CC(C)=O (Vanillylacetone), O (water). The solvent is C1(=CC=CC=C1)C (toluene). Run at temperature 0 celsius. The product is ClC1=CC=C(CNC(CCC2=CC(=C(C=C2)O)OC)C)C=C1 (4-(3-(4-chlorobenzylamino)butyl)-2-methoxyphenol). Isolated yield 74.9%. Reaction SMILES: [CH2:1]([CH2:11][C:12](=O)[CH3:13])[C:2]1[CH:10]=[CH:9][C:7]([OH:8])=[C:4]([O:5][CH3:6])[CH:3]=1.[Cl:15][C:16]1[CH:23]=[CH:22][C:19]([CH2:20][NH2:21])=[CH:18][CH:17]=1.O>C1(C)C=CC=CC=1>[Cl:15][C:16]1[CH:23]=[CH:22][C:19]([CH2:20][NH:21][CH:12]([CH3:13])[CH2:11][CH2:1][C:2]2[CH:10]=[CH:9][C:7]([OH:8])=[C:4]([O:5][CH3:6])[CH:3]=2)=[CH:18][CH:17]=1. Reported procedure: Vanillylacetone (5.00 g, 25.7 mmol) was dissolved in toluene (250 mL) and 4-chlorobenzylamine (3.82 g, 27.0 mmol) was added. The mixture was maintained under an atmosphere of nitrogen and heated at reflux with removal of water by Dean-Stark distillation for 16 hours. At this time the Dean-Stark trap was removed and the reaction mixture was cooled to 0° C. on an ice bath. A solution of sodium borohydride (5 g) in methanol (100 mL) was added portion-wise over 30 minutes with vigorous stirring. Whe... Starting materials: C(C1=CC=CC=C1)OC1=CC=C(CP(OCCCC)(OCCCC)=O)C=C1 (dibutyl 4-benzyloxybenzylphosphonate), [H][H] (hydrogen). The reagents and catalysts are [Pd] (palladium on carbon). The solvent is C(C)(=O)OCC (ethyl acetate). Product: OC1=CC=C(CP(OCCCC)(OCCCC)=O)C=C1 (dibutyl 4-hydroxybenzylphosphonate). As a reaction SMILES: C([O:8][C:9]1[CH:27]=[CH:26][C:12]([CH2:13][P:14](=[O:25])([O:20][CH2:21][CH2:22][CH2:23][CH3:24])[O:15][CH2:16][CH2:17][CH2:18][CH3:19])=[CH:11][CH:10]=1)C1C=CC=CC=1.[H][H]>C(OCC)(=O)C.[Pd]>[OH:8][C:9]1[CH:10]=[CH:11][C:12]([CH2:13][P:14](=[O:25])([O:15][CH2:16][CH2:17][CH2:18][CH3:19])[O:20][CH2:21][CH2:22][CH2:23][CH3:24])=[CH:26][CH:27]=1. Reported procedure: To a solution of dibutyl 4-benzyloxybenzylphosphonate (4.07 g) in ethyl acetate (60 ml) is added 10% palladium on carbon (0.41 g) and the mixture shaken under 25 psi of hydrogen for about 20 hours. The mixture is filtered, concentrated in vacuo, and the residue purified by HPLC, eluting with a gradient of 50-65% ethyl acetate in hexane, to give dibutyl 4-hydroxybenzylphosphonate. The reactants are CC(=O)Nc1cccc(C(=O)C=CN(C)C)c1, CI, CN(C)C=O, CCOC(C)=O, [H-], [H-], [Na+]. Product: CC(=O)N(C)c1cccc(C(=O)C=CN(C)C)c1. Reaction SMILES: [CH3:1][N:2]([CH:3]=[CH:4][C:5](=[O:6])[c:7]1[cH:8][c:9]([NH:13][C:14]([CH3:15])=[O:16])[cH:10][cH:11][cH:12]1)[CH3:17].[CH3:21][I:22].[CH3:23][N:24]([CH3:25])[CH:26]=[O:27].[CH3:28][CH2:29][O:30][C:31](=[O:32])[CH3:33].[H-:18].[H-:20].[Na+:19]>>[CH3:1][N:2]([CH:3]=[CH:4][C:5](=[O:6])[c:7]1[cH:8][c:9]([N:13]([C:14]([CH3:15])=[O:16])[CH3:21])[cH:10][cH:11][cH:12]1)[CH3:17]. Starting materials: C1(=CC=CC=C1)C=1CCN(CC1)CCCCCCN1C(C2=CC=CC=3C2=C(C1O)C=CC3)=O (2-[6-(3,6-Dihydro-4-phenyl-1(2H)-pyridinyl)hexyl]-2,3-dihydro-3-hydroxy-1H-benz[de]isoquinolin-1-one), BrCCCCCBr (1,5-dibromopentane), BrCCCCCCBr (1,6-dibromohexane). Yields the product BrCCCCCN1C(C2=CC=CC=3C2=C(C1=O)C=CC3)=O (2-(5-bromopentyl)-1H-benz[de]isoquinoline-1,3(2H)-dione). As a reaction SMILES: C1(C2CCN(C[CH2:14][CH2:15][CH2:16][CH2:17][CH2:18][N:19]3[CH:28]([OH:29])[C:27]4[CH:30]=[CH:31][CH:32]=[C:25]5[C:26]=4[C:21](=[CH:22][CH:23]=[CH:24]5)[C:20]3=[O:33])CC=2)C=CC=CC=1.[Br:34]CCCCCBr.BrCCCCCCBr>>[Br:34][CH2:14][CH2:15][CH2:16][CH2:17][CH2:18][N:19]1[C:28](=[O:29])[C:27]2[CH:30]=[CH:31][CH:32]=[C:25]3[C:26]=2[C:21](=[CH:22][CH:23]=[CH:24]3)[C:20]1=[O:33]. Procedure: Following the procedure of part (a) of example 4 but substituting 1,5-dibromopentane for the 1,6-dibromohexane, one obtains 2-(5-bromopentyl)-1H-benz[de]isoquinoline-1,3(2H)-dione; m.p. 113°-115°.